Dataset: the Open Reaction Database (ORD), a public repository of structured organic reaction records. Task: describe an organic reaction: reactants, conditions, products, and yield Starting materials: Br.ClC=1C(=CC(=C(C1)N=C1SCC(N1C)(O)C1=CC(=C(C=C1)Cl)S(N(CCC)CCC)(=O)=O)OC)OC (2-(5-chloro-2,4-dimethoxyphenyl-imino)-4-(4-chloro-3-dipropylsulfamoylphenyl)-3-methylthiazolidin-4-ol hydrobromide). Solvent: C(C)(=O)O (acetic acid). Yields the product Br.ClC=1C(=CC(=C(C1)N=C1SC=C(N1C)C1=CC(=C(C=C1)Cl)S(N(CCC)CCC)(=O)=O)OC)OC (2-(5-Chloro-2,4-dimethoxyphenyl-imino)-4-(4-chloro-3-dipropylsulfamoylphenyl)-3-methyl-4-thiazoline hydrobromide). Reaction SMILES: [BrH:1].[Cl:2][C:3]1[C:4]([O:36][CH3:37])=[CH:5][C:6]([O:34][CH3:35])=[C:7]([N:9]=[C:10]2[N:14]([CH3:15])[C:13]([C:17]3[CH:22]=[CH:21][C:20]([Cl:23])=[C:19]([S:24](=[O:33])(=[O:32])[N:25]([CH2:29][CH2:30][CH3:31])[CH2:26][CH2:27][CH3:28])[CH:18]=3)(O)[CH2:12][S:11]2)[CH:8]=1>C(O)(=O)C>[BrH:1].[Cl:2][C:3]1[C:4]([O:36][CH3:37])=[CH:5][C:6]([O:34][CH3:35])=[C:7]([N:9]=[C:10]2[N:14]([CH3:15])[C:13]([C:17]3[CH:22]=[CH:21][C:20]([Cl:23])=[C:19]([S:24](=[O:33])(=[O:32])[N:25]([CH2:26][CH2:27][CH3:28])[CH2:29][CH2:30][CH3:31])[CH:18]=3)=[CH:12][S:11]2)[CH:8]=1 |f:0.1,3.4|. Procedure: Obtained by a procedure analogous to that indicated in Example 1(b), from 2-(5-chloro-2,4-dimethoxyphenyl-imino)-4-(4-chloro-3-dipropylsulfamoylphenyl)-3-methylthiazolidin-4-ol hydrobromide, by boiling in glacial acetic acid and stirring the residue under water after distilling off the solvent. Amorphous, glassy solid; melting point 130°-150° C. Reactants: C1CCOC1, COC(=O)c1cc(Cl)ccn1, NCCN1CCOCC1, O. Yields the product O=C(NCCN1CCOCC1)c1cc(Cl)ccn1. As a reaction SMILES: [CH2:22]1[O:23][CH2:24][CH2:25][CH2:26]1.[Cl:1][c:2]1[cH:3][c:4]([C:8]([O:10][CH3:9])=[O:11])[n:5][cH:6][cH:7]1.[NH2:12][CH2:13][CH2:14][N:15]1[CH2:16][CH2:17][O:18][CH2:19][CH2:20]1.[OH2:21]>>[Cl:1][c:2]1[cH:3][c:4]([C:8](=[O:10])[NH:12][CH2:13][CH2:14][N:15]2[CH2:16][CH2:17][O:18][CH2:19][CH2:20]2)[n:5][cH:6][cH:7]1. The reactants are BrB(Br)Br, ClCCl, CCOC(C)=O, CCOC(=O)C(C)(C)c1nc(-c2ccc(F)cc2)oc1-c1ccsc1, O. The product is CC(C)(C(=O)O)c1nc(-c2ccc(F)cc2)oc1-c1ccsc1. Reaction SMILES: [B:26]([Br:27])([Br:28])[Br:29].[CH2:37]([Cl:38])[Cl:39].[CH3:31][CH2:32][O:33][C:34](=[O:35])[CH3:36].[F:1][c:2]1[cH:3][cH:4][c:5](-[c:8]2[o:9][c:10](-[c:21]3[cH:22][s:23][cH:24][cH:25]3)[c:11]([C:13]([C:14](=[O:15])[O:16][CH2:17][CH3:18])([CH3:19])[CH3:20])[n:12]2)[cH:6][cH:7]1.[OH2:30]>>[F:1][c:2]1[cH:3][cH:4][c:5](-[c:8]2[o:9][c:10](-[c:21]3[cH:22][s:23][cH:24][cH:25]3)[c:11]([C:13]([C:14](=[O:15])[OH:16])([CH3:19])[CH3:20])[n:12]2)[cH:6][cH:7]1. Starting materials: [N+](=O)([O-])C1=CC=C(O1)C(=O)Cl (5-nitro-2-furancarboxylic acid chloride), N(N)C=1SC2=C(N1)C=CC(=C2)OC(F)(F)F (2-hydrazino-6-trifluoromethoxybenzothiazole). Reaction conditions: temperature 0 celsius, time 1 hour. The product is FC(OC1=CC2=C(N=C(S2)NNC(=O)C=2OC(=CC2)[N+](=O)[O-])C=C1)(F)F (N′2-(6-trifluoromethoxy-1,3-benzothiazol-2yl)-5-nitro-2-furanecarbohydrazide). RXN SMILES: [N+:1]([C:4]1[O:8][C:7]([C:9](Cl)=[O:10])=[CH:6][CH:5]=1)([O-:3])=[O:2].[NH:12]([C:14]1[S:15][C:16]2[CH:22]=[C:21]([O:23][C:24]([F:27])([F:26])[F:25])[CH:20]=[CH:19][C:17]=2[N:18]=1)[NH2:13]>>[F:27][C:24]([F:25])([F:26])[O:23][C:21]1[CH:20]=[CH:19][C:17]2[N:18]=[C:14]([NH:12][NH:13][C:9]([C:7]3[O:8][C:4]([N+:1]([O-:3])=[O:2])=[CH:5][CH:6]=3)=[O:10])[S:15][C:16]=2[CH:22]=1. Procedure: The compound 4e was prepared according to above described method by using 5-nitro-2-furancarboxylic acid chloride (430 mg, 1 mmol) and 2-hydrazino-6-trifluoromethoxybenzothiazole (319 mg, 1.5 mmol) which stirred for 1 h at 0° C. and stirring continued at 25° C. for 11 h (yield 287 mg, 87%). The reactants are C1CCOC1, COC(=O)C1=Cc2cc(-c3ccc(N4CCOCC4)cc3)ccc2N(S(C)(=O)=O)CC1, CO, [Na+], [OH-]. Yields the product CS(=O)(=O)N1CCC(C(=O)O)=Cc2cc(-c3ccc(N4CCOCC4)cc3)ccc21. Reaction SMILES: [CH2:36]1[O:37][CH2:38][CH2:39][CH2:40]1.[CH3:1][S:2](=[O:3])(=[O:4])[N:5]1[CH2:6][CH2:7][C:8]([C:28](=[O:29])[O:30][CH3:31])=[CH:9][c:10]2[c:11]1[cH:12][cH:13][c:14](-[c:16]1[cH:17][cH:18][c:19]([N:22]3[CH2:23][CH2:24][O:25][CH2:26][CH2:27]3)[cH:20][cH:21]1)[cH:15]2.[CH3:34][OH:35].[Na+:33].[OH-:32]>>[CH3:1][S:2](=[O:3])(=[O:4])[N:5]1[CH2:6][CH2:7][C:8]([C:28](=[O:29])[OH:30])=[CH:9][c:10]2[c:11]1[cH:12][cH:13][c:14](-[c:16]1[cH:17][cH:18][c:19]([N:22]3[CH2:23][CH2:24][O:25][CH2:26][CH2:27]3)[cH:20][cH:21]1)[cH:15]2. Reactants: [N+](=O)([O-])C1=CC=CC=2C(COC21)=O (2,3-dihydro-7-nitro-3-benzofuranone). The reagents and catalysts are [Fe] (iron). The solvent is C(C)(=O)O (acetic acid), O (water). The product is NC1=CC=CC=2C(COC21)=O (7-amino-2,3-dihydro-3-benzofuranone). RXN SMILES: [N+:1]([C:4]1[C:12]2[O:11][CH2:10][C:9](=[O:13])[C:8]=2[CH:7]=[CH:6][CH:5]=1)([O-])=O>C(O)(=O)C.O.[Fe]>[NH2:1][C:4]1[C:12]2[O:11][CH2:10][C:9](=[O:13])[C:8]=2[CH:7]=[CH:6][CH:5]=1. Reported procedure: By the method of Example 1, Step E, 2.51 g (0.014 mole) of 2,3-dihydro-7-nitro-3-benzofuranone is reacted with 3.1 g (0.056 mole) of powdered iron in 45 mL of glacial acetic acid and 8 mL of water, yielding 7-amino-2,3-dihydro-3-benzofuranone.